From a dataset of the Open Reaction Database (ORD), a public repository of structured organic reaction records. describe an organic reaction: reactants, conditions, products, and yield Starting materials: COC1=CC=C(C=C1)N1N=C(C=C1CCC=O)CCCC (3-(1-(4-methoxyphenyl)-3-butyl-1H-pyrazol-5-yl)propanal), FC1=C(C=CC=C1)N1CCNCC1 (1-(2-fluorophenyl)piperazine), [BH-](OC(=O)C)(OC(=O)C)OC(=O)C.[Na+] (NaBH(OAc)3). The product is FC1=C(C=CC=C1)N1CCN(CC1)CCCC1=CC(=NN1C1=CC=C(C=C1)OC)CCCC (1-(2-fluorophenyl)-4-(3-(1-(4-methoxyphenyl)-3-butyl-1H-pyrazol-5-yl)propyl)piperazine). Reaction SMILES: [CH3:1][O:2][C:3]1[CH:8]=[CH:7][C:6]([N:9]2[C:13]([CH2:14][CH2:15][CH:16]=O)=[CH:12][C:11]([CH2:18][CH2:19][CH2:20][CH3:21])=[N:10]2)=[CH:5][CH:4]=1.[F:22][C:23]1[CH:28]=[CH:27][CH:26]=[CH:25][C:24]=1[N:29]1[CH2:34][CH2:33][NH:32][CH2:31][CH2:30]1.[BH-](OC(C)=O)(OC(C)=O)OC(C)=O.[Na+]>>[F:22][C:23]1[CH:28]=[CH:27][CH:26]=[CH:25][C:24]=1[N:29]1[CH2:34][CH2:33][N:32]([CH2:16][CH2:15][CH2:14][C:13]2[N:9]([C:6]3[CH:7]=[CH:8][C:3]([O:2][CH3:1])=[CH:4][CH:5]=3)[N:10]=[C:11]([CH2:18][CH2:19][CH2:20][CH3:21])[CH:12]=2)[CH2:31][CH2:30]1 |f:2.3|. Procedure: 308 mg (78%) of target compound was obtained by using a method same as in Example 1 by using 3-(1-(4-methoxyphenyl)-3-butyl-1H-pyrazol-5-yl)propanal (251 mg, 0.876 mmol), 1-(2-fluorophenyl)piperazine (208 mL, 1.314 mmol), and NaBH(OAc)3 (198 mg, 0.936 mmol). The product is ON1C(C2(CC1)CC(OC1=C2C=C(C=C1)F)C(C)C)=O (1'-hydroxy-2,3-dihydro-6-fluoro-2-(2-propyl)-spiro-(4H-1-benzopyran-4,3'-pyrrolidine)-2'one). Procedure details: Prepared from 2,3-dihydro-6-fluoro-2-propyl-4H-1-benzopyran-4-one via the intermediacy of the more polar diastereomer of 1'-benzyloxy-2,3-dihydro-6-fluoro-2-(2-propyl)-spiro-(4H-1-benzopyran-4,3'-pyrrolidine)-2'one (Rf=0.2, 1:1 diethyl ether/hexanes) using the same procedure for preparation of Example 7 from 2,3-dihydro-6-fluoro-2-(2-phenylethyl-4H-1-benzopyran-4-one. Reaction SMILES: FC1C=CC2OC(CCC)CC(=O)C=2C=1.C([O:23][N:24]1[CH2:28][CH2:27][C:26]2([C:33]3[CH:34]=[C:35]([F:38])[CH:36]=[CH:37][C:32]=3[O:31][CH:30]([CH:39]([CH3:41])[CH3:40])[CH2:29]2)[C:25]1=[O:42])C1C=CC=CC=1.C1(CCC2OC3C=CC=CC=3C(=O)C=2)C=CC=CC=1>>[OH:23][N:24]1[CH2:28][CH2:27][C:26]2([C:33]3[CH:34]=[C:35]([F:38])[CH:36]=[CH:37][C:32]=3[O:31][CH:30]([CH:39]([CH3:40])[CH3:41])[CH2:29]2)[C:25]1=[O:42]. The reactants are FC=1C=CC2=C(C(CC(O2)CCC)=O)C1 (2,3-dihydro-6-fluoro-2-propyl-4H-1-benzopyran-4-one), C(C1=CC=CC=C1)ON1C(C2(CC1)CC(OC1=C2C=C(C=C1)F)C(C)C)=O (1'-benzyloxy-2,3-dihydro-6-fluoro-2-(2-propyl)-spiro-(4H-1-benzopyran-4,3'-pyrrolidine)-2'one), C1(=CC=CC=C1)CCC=1OC2=C(C(C1)=O)C=CC=C2 (2-phenylethyl-4H-1-benzopyran-4-one). The reactants are C(C)(C)(C)C1=CC=C(C=C1)CC(CN1CCC(CC1)C(=O)OCC)C (N-[3-(4-tert.-butylphenyl)-2-methyl-propyl]-4-carbethoxy-piperidine), O (water). The solvent is C(C)OCC (diethyl ether), C(C)OCC (diethyl ether), CCOCC (ether), CCOCC (ether). The product is C(C)(C)(C)C1=CC=C(C=C1)CC(CN1CCC(CC1)CO)C (N-[3-(4-tert.-butylphenyl)-2-methyl-propyl]-4-hydroxymethylpiperidine). Yield: 57.8%. As a reaction SMILES: [C:1]([C:5]1[CH:10]=[CH:9][C:8]([CH2:11][CH:12]([CH3:25])[CH2:13][N:14]2[CH2:19][CH2:18][CH:17]([C:20](OCC)=[O:21])[CH2:16][CH2:15]2)=[CH:7][CH:6]=1)([CH3:4])([CH3:3])[CH3:2].O>C(OCC)C>[C:1]([C:5]1[CH:10]=[CH:9][C:8]([CH2:11][CH:12]([CH3:25])[CH2:13][N:14]2[CH2:15][CH2:16][CH:17]([CH2:20][OH:21])[CH2:18][CH2:19]2)=[CH:7][CH:6]=1)([CH3:4])([CH3:2])[CH3:3]. Reported procedure: A solution of 41.4 g of N-[3-(4-tert.-butylphenyl)-2-methyl-propyl]-4-carbethoxy-piperidine in 100 ml of absolute diethyl ether is added dropwise to a suspension of 10 g of LiALH4 in 100 ml of absolute ether. An exothermic reaction ensues and the ether refluxes. When the reaction has subsided, the mixture is heated under reflux for 4 hours. 100 ml of water are then slowly added dropwise, with ice cooling. 500 ml of diethyl ether are added, the top layer is decanted and the smeary residue is trit... Reactants: CON=C(C(=O)N[C@H]1[C@@H]2N([C@H](C(S2)(C)C)C(=O)O)C1=O)C1=C(C=CC=C1)Cl (6β-[2-methoxyimino-2-(2-chlorophenyl)acetamido]-2,2-dimethylpenam-3α-carboxylic acid), [K] (potassium), N(CCO)CCO (diethanolamine), CON=C(C(=O)N[C@H]1[C@@H]2N([C@H](C(S2)(C)C)C(=O)O)C1=O)C=1N(C=CC1)C (6β-[2-methoxyimino-2-(1-methylpyrrol-2-yl)acetamido]-2,2-dimethylpenam-3α-carboxylic acid), [Na] (sodium). The product is CON=C(C(=O)N[C@H]1[C@@H]2N([C@H](C(S2)(C)C)C(=O)O)C1=O)C1=CC=CC2=CC=CC=C12 (6β-[2-methoxyimino-2-(naphth-1-yl)acetamido]-2,2-dimethylpenam-3α-carboxylic acid). Reaction SMILES: [CH3:1][O:2][N:3]=[C:4]([C:21]1[CH:26]=[CH:25][CH:24]=[CH:23][C:22]=1Cl)[C:5]([NH:7][C@@H:8]1[C:19](=[O:20])[N:10]2[C@@H:11]([C:16]([OH:18])=[O:17])[C:12]([CH3:15])([CH3:14])[S:13][C@H:9]12)=[O:6].CON=[C:31]([C:48]1N(C)C=C[CH:52]=1)[C:32](N[C@@H]1C(=O)N2[C@@H](C(O)=O)C(C)(C)S[C@H]12)=O.[Na].[K].N(CCO)CCO>>[CH3:1][O:2][N:3]=[C:4]([C:21]1[C:22]2[C:23](=[CH:32][CH:31]=[CH:48][CH:52]=2)[CH:24]=[CH:25][CH:26]=1)[C:5]([NH:7][C@@H:8]1[C:19](=[O:20])[N:10]2[C@@H:11]([C:16]([OH:18])=[O:17])[C:12]([CH3:15])([CH3:14])[S:13][C@H:9]12)=[O:6] |^1:53,54|. Procedure details: 6β-[2-methoxyimino-2-(2-chlorophenyl)acetamido]-2,2-dimethylpenam-3α-carboxylic acid, 6β-[2-methoxyimino-2-(1-methylpyrrol-2-yl)acetamido]-2,2-dimethylpenam-3α-carboxylic acid, especially as their sodium, potassium or diethanolamine salts. Starting materials: CCOP(=O)(CC#N)OCC, CC(C)(C)[O-], [K+], CC(C)(C)OC(=O)N1CCC(CC=O)CC1, C1CCOC1. The product is CC(C)(C)OC(=O)N1CCC(CC=CC#N)CC1. Reaction SMILES: [C:7](#[N:8])[CH2:9][P:10](=[O:11])([O:12][CH2:13][CH3:14])[O:15][CH2:16][CH3:17].[CH3:1][C:2]([CH3:3])([O-:4])[CH3:5].[K+:6].[O:18]=[CH:19][CH2:20][CH:21]1[CH2:22][CH2:23][N:24]([C:27](=[O:28])[O:29][C:30]([CH3:31])([CH3:32])[CH3:33])[CH2:25][CH2:26]1.[O:34]1[CH2:35][CH2:36][CH2:37][CH2:38]1>>[C:7](#[N:8])[CH:9]=[CH:19][CH2:20][CH:21]1[CH2:22][CH2:23][N:24]([C:27](=[O:28])[O:29][C:30]([CH3:31])([CH3:32])[CH3:33])[CH2:25][CH2:26]1. Solvent: CO.C1CCOC1 (MeOH THF), O (water), O (water). RXN SMILES: O[Li].O.[C:4]([C:8]1[CH:29]=[CH:28][CH:27]=[CH:26][C:9]=1[C:10]([NH:12][C@H:13]1[C:21]2[C:16](=[CH:17][CH:18]=[C:19]([C:22]([O:24]C)=[O:23])[CH:20]=2)[CH2:15][CH2:14]1)=[O:11])([CH3:7])([CH3:6])[CH3:5].OS([O-])(=O)=O.[K+]>O.CO.C1COCC1>[C:4]([C:8]1[CH:29]=[CH:28][CH:27]=[CH:26][C:9]=1[C:10]([NH:12][C@H:13]1[C:21]2[C:16](=[CH:17][CH:18]=[C:19]([C:22]([OH:24])=[O:23])[CH:20]=2)[CH2:15][CH2:14]1)=[O:11])([CH3:7])([CH3:5])[CH3:6] |f:0.1,3.4,6.7|. Reaction conditions: time 4 hour. Starting materials: OS(=O)(=O)[O-].[K+] (KHSO4), C(C)(C)(C)C1=C(C(=O)N[C@@H]2CCC3=CC=C(C=C23)C(=O)OC)C=CC=C1 ((R)-methyl 3-(2-tert-butylbenzamido)-2,3-dihydro-1H-indene-5-carboxylate), O[Li].O (LiOH.H2O). Procedure: LiOH.H2O (700 g, 17.0 mmol, 6 eq), dissolved in water (30 ml), was added dropwise to a cooled (0° C.) solution of (R)-methyl 3-(2-tert-butylbenzamido)-2,3-dihydro-1H-indene-5-carboxylate (B-27) (1.0 g, 2.8 mmol, 1 eq) in MeOH:THF (1:1, 60 ml), and stirring was carried out for 4 h at RT. After monitoring by thin-layer chromatography, the reaction solution was reduced under reduced pressure and the residue was taken up in water (50 ml), acidified with KHSO4 solution and extracted with dichlorometh... Product: C(C)(C)(C)C1=C(C(=O)N[C@@H]2CCC3=CC=C(C=C23)C(=O)O)C=CC=C1 ((R)-3-(2-tert-Butylbenzamido)-2,3-dihydro-1H-indene-5-carboxylic acid). Reactants: Cc1ccc(C(=O)c2cccc(Br)n2)cc1, [Na+], O, O, OCCO, [SH-]. The product is Cc1ccc(C(=O)c2cccc(S)n2)cc1. Reaction SMILES: [Br:4][c:5]1[n:6][c:7]([C:11](=[O:12])[c:13]2[cH:14][cH:15][c:16]([CH3:19])[cH:17][cH:18]2)[cH:8][cH:9][cH:10]1.[Na+:3].[OH2:1].[OH2:20].[OH:21][CH2:22][CH2:23][OH:24].[SH-:2]>>[SH:2][c:5]1[n:6][c:7]([C:11](=[O:12])[c:13]2[cH:14][cH:15][c:16]([CH3:19])[cH:17][cH:18]2)[cH:8][cH:9][cH:10]1. Starting materials: ClC1=C(C(=O)O)C=CC=C1F (2-chloro-3-fluorobenzoic acid), FC1(CCC(CC1)(C=1C=NC(=NC1)C(F)(F)F)CN)F ([4,4-Difluoro-1-(2-(trifluoromethyl)pyrimidin-5-yl)cyclohexyl]methanamine). Yields the product ClC1=C(C(=O)NCC2(CCC(CC2)(F)F)C=2C=NC(=NC2)C(F)(F)F)C=CC=C1F (2-Chloro-N-((4,4-difluoro-1-(2-(trifluoromethyl)pyrimidin-5-yl)cyclohexyl)methyl)-3-fluorobenzamide). RXN SMILES: [Cl:1][C:2]1[C:10]([F:11])=[CH:9][CH:8]=[CH:7][C:3]=1[C:4]([OH:6])=O.[F:12][C:13]1([F:31])[CH2:18][CH2:17][C:16]([CH2:29][NH2:30])([C:19]2[CH:20]=[N:21][C:22]([C:25]([F:28])([F:27])[F:26])=[N:23][CH:24]=2)[CH2:15][CH2:14]1>>[Cl:1][C:2]1[C:10]([F:11])=[CH:9][CH:8]=[CH:7][C:3]=1[C:4]([NH:30][CH2:29][C:16]1([C:19]2[CH:20]=[N:21][C:22]([C:25]([F:28])([F:27])[F:26])=[N:23][CH:24]=2)[CH2:17][CH2:18][C:13]([F:12])([F:31])[CH2:14][CH2:15]1)=[O:6]. Reported procedure: From 2-chloro-3-fluorobenzoic acid and [4,4-Difluoro-1-(2-(trifluoromethyl)pyrimidin-5-yl)cyclohexyl]methanamine. LCMS (MH+): m/z=452.1, tR (minutes, Method F)=3.08 Reactants: C1COCCN1, CC1CCNCC1, ClC(Cl)Cl, O=[N+]([O-])c1cc(CO)ccc1F. Yields the product CC1CCN(c2ccc(CO)cc2[N+](=O)[O-])CC1. RXN SMILES: [CH2:20]1[NH:21][CH2:22][CH2:23][O:24][CH2:25]1.[CH3:13][CH:14]1[CH2:15][CH2:16][NH:17][CH2:18][CH2:19]1.[CH:26]([Cl:27])([Cl:28])[Cl:29].[F:1][c:2]1[c:3]([N+:10](=[O:11])[O-:12])[cH:4][c:5]([CH2:8][OH:9])[cH:6][cH:7]1>>[c:2]1([N:17]2[CH2:16][CH2:15][CH:14]([CH3:13])[CH2:19][CH2:18]2)[c:3]([N+:10](=[O:11])[O-:12])[cH:4][c:5]([CH2:8][OH:9])[cH:6][cH:7]1.